This data is from the Open Reaction Database (ORD), a public repository of structured organic reaction records. The task is: describe an organic reaction: reactants, conditions, products, and yield Starting materials: NC=1C=C(C=CC1O)C(C(=O)OCC)C (ethyl 2-(3-amino-4-hydroxyphenyl)propionate), C(C)(=O)OC(C)=O (acetic anhydride), O (water). Solvent: N1=CC=CC=C1 (pyridine). Product: C(C)(=O)NC=1C=C(C=CC1O)C(C(=O)OCC)C (ethyl 2-(3-acetamido-4-hydroxyphenyl)propionate). Yield: 65.7%. As a reaction SMILES: [NH2:1][C:2]1[CH:3]=[C:4]([CH:9]([CH3:15])[C:10]([O:12][CH2:13][CH3:14])=[O:11])[CH:5]=[CH:6][C:7]=1[OH:8].[C:16](OC(=O)C)(=[O:18])[CH3:17].O>N1C=CC=CC=1>[C:16]([NH:1][C:2]1[CH:3]=[C:4]([CH:9]([CH3:15])[C:10]([O:12][CH2:13][CH3:14])=[O:11])[CH:5]=[CH:6][C:7]=1[OH:8])(=[O:18])[CH3:17]. Reported procedure: A solution of ethyl 2-(3-amino-4-hydroxyphenyl)propionate (10.46 g.) and acetic anhydride (5.6 g.) in dry pyridine (50 ml.) was heated on a steam bath for 1.25 hours. The reaction mixture was poured into water (500 ml.), precipitating an oil. On cooling the oil solidified. The solid was removed by filtration and washed with water. After drying, ethyl 2-(3-acetamido-4-hydroxyphenyl)propionate (8.25 g.) was obtained, m.p. 137°- 141°C. The yield is 54.3%. Procedure: 366 g of dimethylformamide and 165.9 g (1.2 mol) of potassium carbonate were placed in a flask, followed by dropwise addition of 122 g (1 mol) of 4-hydroxybenzaldehyde. 181.2 g (1.2 mol) of t-butyl chloroacetate were added dropwise to the mixture at a temperature of 50° C. for two hours. After the addition, the mixture was stirred for two hours at a temperature of 50° C. and then another seven hours at a temperature of 70° C. The resulting reaction mixture was washed with 122 g of toluene and 66... Conditions: temperature 50 celsius, time 2 hour. The solvent is CN(C=O)C (dimethylformamide). Product: C(C)(C)(C)OC(=O)COC1=CC=C(C=O)C=C1 (4-t-butoxycarbonylmethoxybenzaldehyde). Starting materials: C([O-])([O-])=O.[K+].[K+] (potassium carbonate), OC1=CC=C(C=O)C=C1 (4-hydroxybenzaldehyde), ClCC(=O)OC(C)(C)C (t-butyl chloroacetate). As a reaction SMILES: C(=O)([O-])[O-].[K+].[K+].[OH:7][C:8]1[CH:15]=[CH:14][C:11]([CH:12]=[O:13])=[CH:10][CH:9]=1.Cl[CH2:17][C:18]([O:20][C:21]([CH3:24])([CH3:23])[CH3:22])=[O:19]>CN(C)C=O>[C:21]([O:20][C:18]([CH2:17][O:7][C:8]1[CH:15]=[CH:14][C:11]([CH:12]=[O:13])=[CH:10][CH:9]=1)=[O:19])([CH3:24])([CH3:23])[CH3:22] |f:0.1.2|. The reactants are FC1=C(COC=2C=3N(C=C(C2)C)C(=C(N3)C)C(=O)OCC)C(=CC=C1)F (Ethyl 8-[(2,6-difluorobenzyl)oxy]-2,6-dimethylimidazo[1,2-a]pyridine-3-carboxylate), [OH-].[Li+] (lithium hydroxide). Run in C1CCOC1.CO (THF methanol). Run at time 16 hour. Yields the product FC1=C(COC=2C=3N(C=C(C2)C)C(=C(N3)C)C(=O)O)C(=CC=C1)F (8-[(2,6-Difluorobenzyl)oxy]-2,6-dimethylimidazo[1,2-a]pyridine-3-carboxylic acid). Reaction SMILES: [F:1][C:2]1[CH:25]=[CH:24][CH:23]=[C:22]([F:26])[C:3]=1[CH2:4][O:5][C:6]1[C:7]2[N:8]([C:13]([C:17]([O:19]CC)=[O:18])=[C:14]([CH3:16])[N:15]=2)[CH:9]=[C:10]([CH3:12])[CH:11]=1.[OH-].[Li+]>C1COCC1.CO>[F:1][C:2]1[CH:25]=[CH:24][CH:23]=[C:22]([F:26])[C:3]=1[CH2:4][O:5][C:6]1[C:7]2[N:8]([C:13]([C:17]([OH:19])=[O:18])=[C:14]([CH3:16])[N:15]=2)[CH:9]=[C:10]([CH3:12])[CH:11]=1 |f:1.2,3.4|. Procedure details: 220 mg of ethyl 8-[(2,6-difluorobenzyl)oxy]-2,6-dimethylimidazo[1,2-a]pyridine-3-carboxylate (Example 23A; 0.524 mmol, 1 equivalent) were dissolved in 7 ml of THF/methanol 1:1, 2.6 ml of 1 N aqueous lithium hydroxide solution (2.6 mmol, 5 equivalents) were added and the mixture was stirred at RT for 16 h. The mixture was concentrated under reduced pressure and the residue was acidified with 1N hydrochloric acid. The solid was triturated, filtered off, washed with water and dried under reduced pr... The reactants are O=C1CCC(=O)N1Cl, COC(=O)c1cccn1Cc1ccccc1[N+](=O)[O-], [Na+], [Na+], C1CCOC1, O=S([O-])[O-]. The product is COC(=O)c1ccc(Cl)n1Cc1ccccc1[N+](=O)[O-]. RXN SMILES: [Cl:20][N:21]1[C:22](=[O:23])[CH2:24][CH2:25][C:26]1=[O:27].[N+:1](=[O:2])([O-:3])[c:4]1[c:5]([CH2:6][n:7]2[c:8]([C:12](=[O:13])[O:14][CH3:15])[cH:9][cH:10][cH:11]2)[cH:16][cH:17][cH:18][cH:19]1.[Na+:32].[Na+:33].[O:34]1[CH2:35][CH2:36][CH2:37][CH2:38]1.[S:28]([O-:29])([O-:30])=[O:31]>>[N+:1](=[O:2])([O-:3])[c:4]1[c:5]([CH2:6][n:7]2[c:8]([C:12](=[O:13])[O:14][CH3:15])[cH:9][cH:10][c:11]2[Cl:20])[cH:16][cH:17][cH:18][cH:19]1. The reactants are C(C)(=O)Cl (Acetyl chloride), COP(OC)OC (Trimethylphosphite). Reaction conditions: temperature 80 celsius. Product: C(C)(=O)P(OC)(OC)=O (dimethyl acetylphosphonate). RXN SMILES: [C:1](Cl)(=[O:3])[CH3:2].[CH3:5][O:6][P:7]([O:10]C)[O:8][CH3:9]>>[C:1]([P:7](=[O:10])([O:8][CH3:9])[O:6][CH3:5])(=[O:3])[CH3:2]. Reported procedure: Acetyl chloride (7.85 ml, 110 mmol) was cooled to 0° C. and stirred. Trimethylphosphite (11.8 ml, 100 mmol) was added drop-wise over one hour while the cooling was maintained. The mixture was then heated to 80° C. for 5 minute to remove un-reacted acetyl chloride (the flow of argon accelerates the process). The crude product was used in the next step without additional purification (theoretical yield is 15.2 g). The reactants are CN(C)C=O, O=C(Cl)Oc1ccccc1, CC(C)(C)OC(=O)N1CCC(CC(=O)Nc2cc(Oc3ccc(N)c(Cl)c3)ccn2)CC1, O, c1ccncc1. Yields the product CC(C)(C)OC(=O)N1CCC(CC(=O)Nc2cc(Oc3ccc(NC(=O)Oc4ccccc4)c(Cl)c3)ccn2)CC1. RXN SMILES: [CH3:49][N:50]([CH3:51])[CH:52]=[O:53].[Cl:1][C:2](=[O:3])[O:4][c:5]1[cH:6][cH:7][cH:8][cH:9][cH:10]1.[NH2:11][c:12]1[c:13]([Cl:42])[cH:14][c:15]([O:16][c:17]2[cH:18][c:19]([NH:23][C:24]([CH2:25][CH:26]3[CH2:27][CH2:28][N:29]([C:32](=[O:33])[O:34][C:35]([CH3:36])([CH3:37])[CH3:38])[CH2:30][CH2:31]3)=[O:39])[n:20][cH:21][cH:22]2)[cH:40][cH:41]1.[OH2:54].[cH:43]1[cH:44][cH:45][n:46][cH:47][cH:48]1>>[C:2](=[O:3])([O:4][c:5]1[cH:6][cH:7][cH:8][cH:9][cH:10]1)[NH:11][c:12]1[c:13]([Cl:42])[cH:14][c:15]([O:16][c:17]2[cH:18][c:19]([NH:23][C:24]([CH2:25][CH:26]3[CH2:27][CH2:28][N:29]([C:32](=[O:33])[O:34][C:35]([CH3:36])([CH3:37])[CH3:38])[CH2:30][CH2:31]3)=[O:39])[n:20][cH:21][cH:22]2)[cH:40][cH:41]1. The reactants are C1CC(=O)N(C1=O)Br (NBS), C(C1=CC=CC=C1)(=O)OOC(C1=CC=CC=C1)=O (benzoyl peroxide), BrC1=C(C=C(C=C1C)C)C (2-bromomesitylene). The solvent is C(Cl)(Cl)(Cl)Cl (carbon tetrachloride). Run at temperature 80 celsius, time 3 hour. Yields the product BrC1=C(C=C(C=C1C)COC)C (2-bromo-5-(methoxymethyl)-1,3-dimethylbenzene). The yield is 15.4%. RXN SMILES: [Br:1][C:2]1[C:7]([CH3:8])=[CH:6][C:5]([CH3:9])=[CH:4][C:3]=1[CH3:10].C1C(=O)N(Br)[C:13](=[O:14])C1.C(OOC(=O)C1C=CC=CC=1)(=O)C1C=CC=CC=1>C(Cl)(Cl)(Cl)Cl>[Br:1][C:2]1[C:7]([CH3:8])=[CH:6][C:5]([CH2:9][O:14][CH3:13])=[CH:4][C:3]=1[CH3:10]. Procedure: 2-bromomesitylene (5.00 g) was dissolved in carbon tetrachloride (50 mL). NBS (4.45 g) and benzoyl peroxide (182 mg) were added to the solution, and the mixture was stirred at 80° C. for three hours. The reaction mixture was returned to room temperature and filtered. The solid collected by filtration was washed with n-heptane. The filtrate was concentrated under reduced pressure, and the residue was purified by silica gel column chromatography (n-heptane). The resulting fraction was concentrated... The reactants are CC1(C=C(CC1)C(=O)O)C (3,3-dimethyl-1-cyclopentene-1-carboxylic acid), C(C1=CC=CC=C1)(=S)O (thio-benzoic acid). The solvent is C1CCCCC1 (cyclohexane). Run at temperature 120 celsius. Product: C(C1=CC=CC=C1)(=O)S[C@H]1[C@@H](CCC1(C)C)C(=O)O (trans 2-benzoylthio-3,3-dimethylcyclopentyl carboxylic acid). Isolated yield 51.6%. Reaction SMILES: [CH3:1][C:2]1([CH3:10])[CH2:6][CH2:5][C:4]([C:7]([OH:9])=[O:8])=[CH:3]1.[C:11]([OH:19])(=[S:18])[C:12]1[CH:17]=[CH:16][CH:15]=[CH:14][CH:13]=1>C1CCCCC1>[C:11]([S:18][C@@H:3]1[C:2]([CH3:10])([CH3:1])[CH2:6][CH2:5][C@H:4]1[C:7]([OH:9])=[O:8])(=[O:19])[C:12]1[CH:17]=[CH:16][CH:15]=[CH:14][CH:13]=1. Procedure: A mixture of 3,3-dimethyl-1-cyclopentene-1-carboxylic acid (2 g) and thio-benzoic acid (2.37 g) is heated to 120° C. for 14 hours under Argon stream. The reaction mixture is cooled, taken up with a small amount of cyclohexane and filtered yielding 2.05 g of trans 2-benzoylthio-3,3-dimethylcyclopentyl carboxylic acid. M.p. 131° C. (from hexane).